Dataset: the Open Reaction Database (ORD), a public repository of structured organic reaction records. Task: describe an organic reaction: reactants, conditions, products, and yield Reactants: COc1ccc(CSC2CC(CNCc3ccccc3)N(S(C)(=O)=O)C2)cc1, CC[SiH](CC)CC, O=C(O)C(F)(F)F. The product is CS(=O)(=O)N1CC(S)CC1CNCc1ccccc1, O=C(O)C(F)(F)F. Reaction SMILES: [CH2:1]([c:2]1[cH:3][cH:4][cH:5][cH:6][cH:7]1)[NH:8][CH2:9][CH:10]1[N:11]([S:25](=[O:26])(=[O:27])[CH3:28])[CH2:12][CH:13]([S:15][CH2:16][c:17]2[cH:18][cH:19][c:20]([O:21][CH3:22])[cH:23][cH:24]2)[CH2:14]1.[CH2:29]([SiH:30]([CH2:31][CH3:32])[CH2:33][CH3:34])[CH3:35].[F:36][C:37]([C:38](=[O:39])[OH:40])([F:41])[F:42]>>[CH2:1]([c:2]1[cH:3][cH:4][cH:5][cH:6][cH:7]1)[NH:8][CH2:9][CH:10]1[N:11]([S:25](=[O:26])(=[O:27])[CH3:28])[CH2:12][CH:13]([SH:15])[CH2:14]1.[F:36][C:37]([C:38](=[O:39])[OH:40])([F:41])[F:42]. Starting materials: COC(=O)c1nc(-c2ccc(Cl)c(OC)c2F)nc(N)c1Cl, CO, Cl, [Na+], [OH-]. The product is COc1c(Cl)ccc(-c2nc(N)c(Cl)c(C(=O)O)n2)c1F. As a reaction SMILES: [CH3:1][O:2][C:3](=[O:4])[c:5]1[n:6][c:7](-[c:13]2[c:14]([F:22])[c:15]([O:20][CH3:21])[c:16]([Cl:19])[cH:17][cH:18]2)[n:8][c:9]([NH2:12])[c:10]1[Cl:11].[CH3:26][OH:27].[ClH:25].[Na+:24].[OH-:23]>>[O:2]=[C:3]([OH:4])[c:5]1[n:6][c:7](-[c:13]2[c:14]([F:22])[c:15]([O:20][CH3:21])[c:16]([Cl:19])[cH:17][cH:18]2)[n:8][c:9]([NH2:12])[c:10]1[Cl:11].